From a dataset of the Open Reaction Database (ORD), a public repository of structured organic reaction records. describe an organic reaction: reactants, conditions, products, and yield Starting materials: NC=1C=CC(=NC1)OC=1C=C2CCC(OC2=CC1)C1=CC=CC=C1 (5-amino-2-(2-phenylchroman-6-yloxy)pyridine), FC(C1=CC=C(C=C1)C1OC2=CC=C(C=C2CC1)OC1=NC=C(C=C1)[N+](=O)[O-])(F)F (2-[2-(4-trifluoromethylphenyl)chroman-6-yloxy]-5-nitropyridine). The product is FC(C1=CC=C(C=C1)C1OC2=CC=C(C=C2CC1)OC1=CC=C(C=N1)N)(F)F (6-[2-(4-Trifluoromethylphenyl)chroman-6-yloxy]pyridin-3-ylamine). Reaction SMILES: NC1C=CC(OC2C=C3C(=CC=2)OC(C2C=CC=CC=2)CC3)=NC=1.[F:25][C:26]([F:54])([F:53])[C:27]1[CH:32]=[CH:31][C:30]([CH:33]2[CH2:42][CH2:41][C:40]3[C:35](=[CH:36][CH:37]=[C:38]([O:43][C:44]4[CH:49]=[CH:48][C:47]([N+:50]([O-])=O)=[CH:46][N:45]=4)[CH:39]=3)[O:34]2)=[CH:29][CH:28]=1>>[F:54][C:26]([F:25])([F:53])[C:27]1[CH:32]=[CH:31][C:30]([CH:33]2[CH2:42][CH2:41][C:40]3[C:35](=[CH:36][CH:37]=[C:38]([O:43][C:44]4[N:45]=[CH:46][C:47]([NH2:50])=[CH:48][CH:49]=4)[CH:39]=3)[O:34]2)=[CH:29][CH:28]=1. Procedure details: 6-[2-(4-Trifluoromethylphenyl)chroman-6-yloxy]pyridin-3-ylamine was prepared as described for 5-amino-2-(2-phenylchroman-6-yloxy)pyridine in Example 26 starting from 275 mg of 2-[2-(4-trifluoromethylphenyl)chroman-6-yloxy]-5-nitropyridine (Example 64(d)). 1H NMR (400 MHz, d6-DMSO) δ: 7.78 (d, 2H, J 8.4 Hz), 7.68 (d, 2H, J 8.4 Hz), 7.52 (dd, 1H, J 2.9, 0.5 Hz), 7.06 (dd, 1H, 8.6, 2.9 Hz) 6.84 (m, 1H), 6.77-6.75 (m, 2H), 6.70 (dd, 1H, J 8.6, 0.5 Hz), 5.23 (dd, 1H, J 10.0, 2.0 Hz), 5.01 (s, 2H), 2.... Reactants: C(C)OC(C1=CC(=CC=C1)C1=CC=CC=2N1N=C(N2)NC2=CC=C(C=C2)OCCN2CCCC2)=O (3-{2-[4-(2-Pyrrolidin-1-yl-ethoxy)-phenylamino]-[1,2,4]triazolo[1,5-a]pyridin-5-yl}-benzoic acid ethyl ester), [OH-].[K+] (potassium hydroxide). Run in C(C)O (ethanol). The product is N1(CCCC1)CCOC1=CC=C(C=C1)NC1=NN2C(C=CC=C2C=2C=C(C(=O)O)C=CC2)=N1 (3-{2-[4-(2-Pyrrolidin-1-yl-ethoxy)-phenylamino]-[1,2,4]triazolo[1,5-a]pyridin-5-yl}-benzoic acid). Reaction SMILES: C([O:3][C:4](=[O:35])[C:5]1[CH:10]=[CH:9][CH:8]=[C:7]([C:11]2[N:16]3[N:17]=[C:18]([NH:20][C:21]4[CH:26]=[CH:25][C:24]([O:27][CH2:28][CH2:29][N:30]5[CH2:34][CH2:33][CH2:32][CH2:31]5)=[CH:23][CH:22]=4)[N:19]=[C:15]3[CH:14]=[CH:13][CH:12]=2)[CH:6]=1)C.[OH-].[K+]>C(O)C>[N:30]1([CH2:29][CH2:28][O:27][C:24]2[CH:25]=[CH:26][C:21]([NH:20][C:18]3[N:19]=[C:15]4[CH:14]=[CH:13][CH:12]=[C:11]([C:7]5[CH:6]=[C:5]([CH:10]=[CH:9][CH:8]=5)[C:4]([OH:35])=[O:3])[N:16]4[N:17]=3)=[CH:22][CH:23]=2)[CH2:31][CH2:32][CH2:33][CH2:34]1 |f:1.2|. Reported procedure: 3-{2-[4-(2-Pyrrolidin-1-yl-ethoxy)-phenylamino]-[1,2,4]triazolo[1,5-a]pyridin-5-yl}-benzoic acid ethyl ester (1.28 g, 2.71 mmol) was dissolved in ethanol (20 ml) and potassium hydroxide (0.45 g, 8.12 mmol) was added. The reaction was heated to reflux for 3 hrs. Upon cooling the solvent was removed in vacuo and aqueous sodium hydrogencarbonate added to the residue. The basic aqueous layer was washed with dichloromethane, then neutralised with 2M HCl and the resulting precipitate collected by filt... The reactants are ClC(=O)C1=CC2=C(C(NC3=C(S2)C=CC=C3)=O)C=C1 (3-Chlorocarbonyl-10,11-dihydro-11-oxodibenzo[b,f][1,4]thiazepin), N (ammonia), N (ammonia). Solvent: O1CCCC1 (tetrahydrofuran), O1CCCC1 (tetrahydrofuran). Product: O=C1NC2=C(SC3=C1C=CC(=C3)C(=O)N)C=CC=C2 (10,11-Dihydro-11-oxodibenzo[b,f][1,4]thiazepin-3-carboxamide). As a reaction SMILES: Cl[C:2]([C:4]1[CH:19]=[CH:18][C:7]2[C:8](=[O:17])[NH:9][C:10]3[CH:16]=[CH:15][CH:14]=[CH:13][C:11]=3[S:12][C:6]=2[CH:5]=1)=[O:3].[NH3:20]>O1CCCC1>[O:17]=[C:8]1[C:7]2[CH:18]=[CH:19][C:4]([C:2]([NH2:20])=[O:3])=[CH:5][C:6]=2[S:12][C:11]2[CH:13]=[CH:14][CH:15]=[CH:16][C:10]=2[NH:9]1. Procedure details: Dissolve the acid chloride from Step A in 20 ml. of dry tetrahydrofuran and add this solution dropwise with stirring to a cooled (ice-bath) saturated solution of ammonia in 60 ml of tetrahydrofuran. Pass ammonia through the reaction mixture simultaneously for 15 minutes. Stir at room temperature for an additional 15 minutes and evaporate the reaction mixture to dryness. Add a mixture of 12 ml of ethanol and 60 ml of water to the residue and stir at room temperature for an additional 30 minutes. ... Reagents/catalysts: CN(C1=CC=NC=C1)C (4-dimethylaminopyridine). Reported procedure: 3.8 g of dimeric dihydroxyacetone, 25 g of oleic acid, 20 g of 1-ethyl-3-(3-dimethylaminopropyl) carbodiimide hydrochloric acid and 12.9 g of 4-dimethylaminopyridine were added to 150 mL of dichloromethane, and then the solution was stirred for 4 hours at room temperature. The reaction solution was mixed with 0.5 M potassium dihydrogenphosphate solution and subjected to extraction with dichloromethane, and then the extract washed with water and concentrated under reduced pressure after drying. A... As a reaction SMILES: O[CH:2]([OH:6])[C:3](=[O:5])[CH3:4].[C:7]([OH:26])(=[O:25])[CH2:8][CH2:9][CH2:10][CH2:11][CH2:12][CH2:13][CH2:14]/[CH:15]=[CH:16]\[CH2:17][CH2:18][CH2:19][CH2:20][CH2:21][CH2:22][CH2:23][CH3:24].Cl.C(N=C=N[CH2:33][CH2:34][CH2:35]N(C)C)C.P([O-])(O)(O)=O.[K+]>CN(C)C1C=CN=CC=1.CO.ClCCl>[C:7]([O:26][CH2:4][CH:3]([CH2:2][O:6][C:7](=[O:25])[CH2:8][CH2:9][CH2:10][CH2:11][CH2:12][CH2:13][CH2:14]/[CH:15]=[CH:16]\[CH2:17][CH2:18][CH2:19][CH2:20][CH2:21][CH2:35][CH2:34][CH3:33])[OH:5])(=[O:25])[CH2:8][CH2:9][CH2:10][CH2:11][CH2:12][CH2:13][CH2:14]/[CH:15]=[CH:16]\[CH2:17][CH2:18][CH2:19][CH2:20][CH2:21][CH2:22][CH2:23][CH3:24] |f:2.3,4.5|. Yield: 55.4%. Run at time 4 hour. Solvent: ClCCl (dichloromethane), CO (methanol). Product: C(CCCCCCC\C=C/CCCCCCCC)(=O)OCC(O)COC(CCCCCCC\C=C/CCCCCCCC)=O (1,3-dioleoylglycerol). Reactants: OC(C(C)=O)O (dihydroxyacetone), C(CCCCCCC\C=C/CCCCCCCC)(=O)O (oleic acid), Cl.C(C)N=C=NCCCN(C)C (1-ethyl-3-(3-dimethylaminopropyl) carbodiimide hydrochloric acid), P(=O)(O)(O)[O-].[K+] (potassium dihydrogenphosphate).